Dataset: the Open Reaction Database (ORD), a public repository of structured organic reaction records. Task: describe an organic reaction: reactants, conditions, products, and yield The reactants are CN(Cc1cc(Br)n(S(=O)(=O)c2cccnc2)c1)C(=O)OC(C)(C)C, OB(O)c1cscc1Br, [Na+], [Na+], O=C([O-])[O-], c1ccc(P(c2ccccc2)(c2ccccc2)[Pd](P(c2ccccc2)(c2ccccc2)c2ccccc2)(P(c2ccccc2)(c2ccccc2)c2ccccc2)P(c2ccccc2)(c2ccccc2)c2ccccc2)cc1. The product is CN(Cc1cc(-c2cscc2Br)n(S(=O)(=O)c2cccnc2)c1)C(=O)OC(C)(C)C. As a reaction SMILES: [Br:1][c:2]1[cH:3][c:4]([CH2:16][N:17]([C:18]([O:19][C:20]([CH3:21])([CH3:22])[CH3:23])=[O:24])[CH3:25])[cH:5][n:6]1[S:7](=[O:8])(=[O:9])[c:10]1[cH:11][n:12][cH:13][cH:14][cH:15]1.[Br:26][c:27]1[c:28]([B:32]([OH:33])[OH:34])[cH:29][s:30][cH:31]1.[Na+:35].[Na+:36].[O-:37][C:38](=[O:39])[O-:40].[cH:41]1[cH:42][cH:43][c:44]([P:45]([Pd:46]([P:47]([c:48]2[cH:49][cH:50][cH:51][cH:52][cH:53]2)([c:54]2[cH:55][cH:56][cH:57][cH:58][cH:59]2)[c:60]2[cH:61][cH:62][cH:63][cH:64][cH:65]2)([P:66]([c:67]2[cH:68][cH:69][cH:70][cH:71][cH:72]2)([c:73]2[cH:74][cH:75][cH:76][cH:77][cH:78]2)[c:79]2[cH:80][cH:81][cH:82][cH:83][cH:84]2)[P:85]([c:86]2[cH:87][cH:88][cH:89][cH:90][cH:91]2)([c:92]2[cH:93][cH:94][cH:95][cH:96][cH:97]2)[c:98]2[cH:99][cH:100][cH:101][cH:102][cH:103]2)([c:104]2[cH:105][cH:106][cH:107][cH:108][cH:109]2)[c:110]2[cH:111][cH:112][cH:113][cH:114][cH:115]2)[cH:116][cH:117]1>>[c:2]1(-[c:28]2[c:27]([Br:26])[cH:31][s:30][cH:29]2)[cH:3][c:4]([CH2:16][N:17]([C:18]([O:19][C:20]([CH3:21])([CH3:22])[CH3:23])=[O:24])[CH3:25])[cH:5][n:6]1[S:7](=[O:8])(=[O:9])[c:10]1[cH:11][n:12][cH:13][cH:14][cH:15]1. Reactants: CCOCC (Ether), NC1=NC(=NC(=C1)C)C (4-amino-2,6-dimethylpyrimidine), CO.ClCCl (methanol dichloromethane), C1(=C(C(=CC(=C1)C)C)S(=O)(=O)ON)C (O-(Mesitylenesulfonyl)hydroxylamine), 1,6(or 4)-diamino-2,4(or 6)-dimethylpyrimidinium mesitylene-2-sulfonate, 1,4(or 6)-diamino-2,6(or 4)-dimethylpyrimidinium mesitylene-2-sulfonate. Solvent: ClCCl (dichloromethane). Reaction conditions: time 2 hour. Product: C1(=C(C(=CC(=C1)C)C)S(=O)(=O)[O-])C.N[N+]1=C(N=C(C=C1C)N)C (1,4-diamino-2,6-dimethylpyrimidinium mesitylene-2-sulfonate). RXN SMILES: [C:1]1([CH3:14])[CH:6]=[C:5]([CH3:7])[CH:4]=[C:3]([CH3:8])[C:2]=1[S:9]([O:12][NH2:13])(=[O:11])=[O:10].[NH2:15][C:16]1[CH:21]=[C:20]([CH3:22])[N:19]=[C:18]([CH3:23])[N:17]=1.CO.ClCCl.CCOCC>ClCCl>[C:1]1([CH3:14])[CH:6]=[C:5]([CH3:7])[CH:4]=[C:3]([CH3:8])[C:2]=1[S:9]([O-:12])(=[O:11])=[O:10].[NH2:13][N+:19]1[C:20]([CH3:22])=[CH:21][C:16]([NH2:15])=[N:17][C:18]=1[CH3:23] |f:2.3,6.7|. Reported procedure: O-(Mesitylenesulfonyl)hydroxylamine containing ca. 18% water (3.03 g, 2.56 g dry wt., ca. 11.9 mmole) was dissolved in dichloromethane (15 mL) and dried over Na2SO4 and filtered. This was added dropwise to a solution of 4-amino-2,6-dimethylpyrimidine (1 g, 8.12 mmole) in 1:6 methanol-dichloromethane (10.5 mL) in an ice bath with stirring for 2 hr. Ether (20 mL) was added and the mixture was stored at 4 C for 18 hr. The crude aminated product was filtered out and dried (2.65 g). This was dissolve... Reactants: COC(=O)C#CC(=O)c1ccc2c(c1)OCO2, [K+], C1CCOC1, [OH-], O. Yields the product O=C(O)C#CC(=O)c1ccc2c(c1)OCO2. RXN SMILES: [CH2:1]1[O:2][c:3]2[cH:4][c:5]([C:6](=[O:7])[C:8]#[C:9][C:10](=[O:11])[O:12][CH3:13])[cH:14][cH:15][c:16]2[O:17]1.[K+:19].[O:21]1[CH2:22][CH2:23][CH2:24][CH2:25]1.[OH-:18].[OH2:20]>>[CH2:1]1[O:2][c:3]2[cH:4][c:5]([C:6](=[O:7])[C:8]#[C:9][C:10](=[O:11])[OH:12])[cH:14][cH:15][c:16]2[O:17]1. The reactants are C1(CCCCC1)N1N=CC(=C1C1=CC=C(C=C1)F)C=1SC=C(N1)CC(=O)OCC (ethyl 2-(2-(1-cyclohexyl-5-(4-fluorophenyl)-1H-pyrazol-4-yl)thiazol-4-yl)acetate), [OH-].[Na+] (sodium hydroxide). The solvent is C(C)O (ethanol), C1CCOC1 (THF). Yields the product C1(CCCCC1)N1N=CC(=C1C1=CC=C(C=C1)F)C=1SC=C(N1)CC(=O)O (2-(2-(1-cyclohexyl-5-(4-fluorophenyl)-1H-pyrazol-4-yl)thiazol-4-yl)acetic acid). The yield is 90.2%. RXN SMILES: [CH:1]1([N:7]2[C:11]([C:12]3[CH:17]=[CH:16][C:15]([F:18])=[CH:14][CH:13]=3)=[C:10]([C:19]3[S:20][CH:21]=[C:22]([CH2:24][C:25]([O:27]CC)=[O:26])[N:23]=3)[CH:9]=[N:8]2)[CH2:6][CH2:5][CH2:4][CH2:3][CH2:2]1.[OH-].[Na+]>C(O)C.C1COCC1>[CH:1]1([N:7]2[C:11]([C:12]3[CH:13]=[CH:14][C:15]([F:18])=[CH:16][CH:17]=3)=[C:10]([C:19]3[S:20][CH:21]=[C:22]([CH2:24][C:25]([OH:27])=[O:26])[N:23]=3)[CH:9]=[N:8]2)[CH2:2][CH2:3][CH2:4][CH2:5][CH2:6]1 |f:1.2|. Procedure details: A mixed solution of the compound (269 mg, 0.65 mmol) obtained in step 3 and 1N aqueous sodium hydroxide solution (0.976 mL, 0.98 mmol) in ethanol (4 mL) and THF (4 mL) was stirred at room temperature for 3 hr. The reaction mixture was concentrated under reduced pressure, and water was added to the residue. 1N Hydrochloric acid was added thereto, and the precipitate was collected by filtration, and crystallized from diethyl ether and hexane to give 2-(2-(1-cyclohexyl-5-(4-fluorophenyl)-1H-pyrazol...